The task is: describe an organic reaction: reactants, conditions, products, and yield. This data is from the Open Reaction Database (ORD), a public repository of structured organic reaction records. Solvent: CC(=O)C (acetone). Procedure: 203 g (1 mol) of terephthalic acid dichloride, 97 g (1.94 mol) of sodium cyanide and 5.4 g of copper(I) cyanide were mixed in a reaction vessel, whilst stirring, and the mixture was slowly heated to 220° C. A distinctly exothermic reaction took place. After 90 minutes at 276° C., the mixture was allowed to cool and 400 ml of acetone were added. The residue was separated off by filtration and terephthalic acid dicyanide was obtained from the filtrate by fractional distillation. Conditions: temperature 220 celsius, time 90 minute. Product: C(C1=CC=C(C(=O)C#N)C=C1)(=O)C#N (terephthalic acid dicyanide). As a reaction SMILES: [C:1](Cl)(=[O:11])[C:2]1[CH:10]=[CH:9][C:5]([C:6](Cl)=[O:7])=[CH:4][CH:3]=1.[C-:13]#[N:14].[Na+].[Cu][C:17]#[N:18]>CC(C)=O>[C:1]([C:17]#[N:18])(=[O:11])[C:2]1[CH:10]=[CH:9][C:5]([C:6]([C:13]#[N:14])=[O:7])=[CH:4][CH:3]=1 |f:1.2|. The reactants are C(C1=CC=C(C(=O)Cl)C=C1)(=O)Cl (terephthalic acid dichloride), [C-]#N.[Na+] (sodium cyanide), [Cu]C#N (copper(I) cyanide). The reactants are CC([O-])=S, COC(=O)C1(CI)CCOCC1, [K+], O. As a reaction SMILES: [C:13]([CH3:14])(=[S:15])[O-:16].[CH3:1][O:2][C:3](=[O:4])[C:5]1([CH2:11][I:12])[CH2:6][CH2:7][O:8][CH2:9][CH2:10]1.[K+:17].[OH2:18]>>[CH3:1][O:2][C:3](=[O:4])[C:5]1([CH2:11][S:15][C:13]([CH3:14])=[O:16])[CH2:6][CH2:7][O:8][CH2:9][CH2:10]1. The product is COC(=O)C1(CSC(C)=O)CCOCC1. RXN SMILES: [Al+3:24].[H-:23].[H-:26].[H-:27].[H-:28].[Li+:25].[Mg+2:31].[Na+:30].[O-:32][S:33](=[O:34])(=[O:35])[O-:36].[O:37]1[CH2:38][CH2:39][CH2:40][CH2:41]1.[OH-:29].[OH2:42].[c:1]1([CH:7]([CH:8]2[N:9]3[CH2:10][CH2:11][CH:12]([C:13]2=[O:14])[CH2:15][CH2:16]3)[c:17]2[cH:18][cH:19][cH:20][cH:21][cH:22]2)[cH:2][cH:3][cH:4][cH:5][cH:6]1>>[c:1]1([CH:7]([CH:8]2[N:9]3[CH2:10][CH2:11][CH:12]([CH:13]2[OH:14])[CH2:15][CH2:16]3)[c:17]2[cH:18][cH:19][cH:20][cH:21][cH:22]2)[cH:2][cH:3][cH:4][cH:5][cH:6]1. The reactants are [Al+3], [H-], [H-], [H-], [H-], [Li+], [Mg+2], [Na+], O=S(=O)([O-])[O-], C1CCOC1, [OH-], O, O=C1C2CCN(CC2)C1C(c1ccccc1)c1ccccc1. The product is OC1C2CCN(CC2)C1C(c1ccccc1)c1ccccc1.